This data is from the Open Reaction Database (ORD), a public repository of structured organic reaction records. The task is: describe an organic reaction: reactants, conditions, products, and yield Reactants: C1=C(C=CC=2OCC3=C(CC21)C=CC=C3)CC(=O)OC (methyl 6,11-dihydrodibenz[b,e]oxepin-2-acetate), [OH-].[K+] (potassium hydroxide). Run in C(C)O (ethanol). Product: C1=C(C=CC=2OCC3=C(CC21)C=CC=C3)CC(=O)O (6,11-dihydrodibenz[b,e]oxepin-2-acetic acid). Reaction SMILES: [CH:1]1[C:11]2[CH2:10][C:9]3[CH:12]=[CH:13][CH:14]=[CH:15][C:8]=3[CH2:7][O:6][C:5]=2[CH:4]=[CH:3][C:2]=1[CH2:16][C:17]([O:19]C)=[O:18].[OH-].[K+]>C(O)C>[CH:1]1[C:11]2[CH2:10][C:9]3[CH:12]=[CH:13][CH:14]=[CH:15][C:8]=3[CH2:7][O:6][C:5]=2[CH:4]=[CH:3][C:2]=1[CH2:16][C:17]([OH:19])=[O:18] |f:1.2|. Procedure: Reaction of methyl 6,11-dihydrodibenz[b,e]oxepin-2-acetate and potassium hydroxide in ethanol by the method described in Example 1c provides 6,11-dihydrodibenz[b,e]oxepin-2-acetic acid, m.p. 155°-157°. Starting materials: C(C)N1C(=O)N(C=2N=C(NC2C1=O)C)C (l-ethyl-3,8-dimethylxanthine), C([O-])([O-])=O.[K+].[K+] (potassium carbonate), ClC1=CC=C(C(=O)C2=CC=C(CBr)C=C2)C=C1 (4-(4-chlorobenzoyl)benzyl bromide). Run in CN(C)C=O (DMF), O (water). Run at time 20 hour. Product: ClC1=CC=C(C(=O)C2=CC=C(CN3C(=NC=4N(C(N(C(C34)=O)CC)=O)C)C)C=C2)C=C1 (7-[4-(4-Chlorobenzoyl)benzyl]-1-ethyl-3,8-dimethylxanthine). Isolated yield 24.4%. Reaction SMILES: [CH2:1]([N:3]1[C:12](=[O:13])[C:11]2[NH:10][C:9]([CH3:14])=[N:8][C:7]=2[N:6]([CH3:15])[C:4]1=[O:5])[CH3:2].C(=O)([O-])[O-].[K+].[K+].[Cl:22][C:23]1[CH:38]=[CH:37][C:26]([C:27]([C:29]2[CH:36]=[CH:35][C:32]([CH2:33]Br)=[CH:31][CH:30]=2)=[O:28])=[CH:25][CH:24]=1>CN(C=O)C.O>[Cl:22][C:23]1[CH:24]=[CH:25][C:26]([C:27]([C:29]2[CH:36]=[CH:35][C:32]([CH2:33][N:10]3[C:11]4[C:12](=[O:13])[N:3]([CH2:1][CH3:2])[C:4](=[O:5])[N:6]([CH3:15])[C:7]=4[N:8]=[C:9]3[CH3:14])=[CH:31][CH:30]=2)=[O:28])=[CH:37][CH:38]=1 |f:1.2.3|. Reported procedure: To a solution of l-ethyl-3,8-dimethylxanthine (170 mg), a synthetic process for which is described in Journal of American Chemical Society , 75, 114 (1953), in DMF (8 ml) were added potassium carbonate (169 mg) and 4-(4-chlorobenzoyl)benzyl bromide (278 mg) and the mixture was stirred at room temperature for 20 hours. This reaction mixture was diluted with water and extracted with ethyl acetate, and the extract was washed with saturated aqueous NaCl solution and dried over anhydrous sodium sulfa... Reactants: C1(=CC=CC=C1)C(=C)O[Si](C)(C)C (1-phenyl-1-(trimethylsilyloxy)ethylene), diethyl ester, CC1=C(C=CC=C1)SC(C(=O)O)C(=O)O ([(2-methylphenyl)thio]propanedioic acid). Product: OC1=C(C(OC(=C1)C1=CC=CC=C1)=O)SC1=C(C=CC=C1)C (4-Hydroxy-3-[(2-methylphenyl)thio]-6-phenyl-2H-pyran-2-one). Reaction SMILES: [C:1]1([C:7]([O:9][Si](C)(C)C)=[CH2:8])[CH:6]=[CH:5][CH:4]=[CH:3][CH:2]=1.[CH3:14][C:15]1[CH:20]=[CH:19][CH:18]=[CH:17][C:16]=1[S:21][CH:22]([C:26](O)=[O:27])[C:23](O)=[O:24]>>[OH:27][C:26]1[CH:8]=[C:7]([C:1]2[CH:6]=[CH:5][CH:4]=[CH:3][CH:2]=2)[O:9][C:23](=[O:24])[C:22]=1[S:21][C:16]1[CH:17]=[CH:18][CH:19]=[CH:20][C:15]=1[CH3:14]. Procedure details: The title compound was prepared by Method A using 1-phenyl-1-(trimethylsilyloxy)ethylene (1.95 g, 10.14 mmol) and diethyl ester of [(2-methylphenyl)thio]propanedioic acid (1.43 g, 5.07 mmol). m.p. 210-211° C.; 1H NMR (400 MHz, DMSO-d6) δ2.47 (s, 3H), 6.82 (s, 1H), 6.86 (d, 1H), 7.04 (m, 2H), 7.17 (d, 1H), 7.56 (m, 3H), 7.86 (m, 2H).